Dataset: the Open Reaction Database (ORD), a public repository of structured organic reaction records. Task: describe an organic reaction: reactants, conditions, products, and yield The reactants are CC1(C(NC2=CC(=C(C=C12)NC(C)=O)[N+](=O)[O-])=O)C (N-(3,3-dimethyl-6-nitro-2-oxo-2,3-dihydro-1H-indol-5-yl)-acetamide), BrCC#CC(C)(C)C (1-bromo-4,4-dimethyl-pent-2-yne), C(=O)([O-])[O-].[K+].[K+] (K2CO3). Product: NC=1C=C2C(C(N(C2=CC1[N+](=O)[O-])CC#CC(C)(C)C)=O)(C)C (5-amino-1-(4,4-dimethyl-pent-2-ynyl)-3,3-dimethyl-6-nitro-1,3-dihydro-indol-2-one). Yield: 23.1%. Reaction SMILES: [CH3:1][C:2]1([CH3:19])[C:10]2[C:5](=[CH:6][C:7]([N+:15]([O-:17])=[O:16])=[C:8]([NH:11]C(=O)C)[CH:9]=2)[NH:4][C:3]1=[O:18].Br[CH2:21][C:22]#[C:23][C:24]([CH3:27])([CH3:26])[CH3:25].C([O-])([O-])=O.[K+].[K+]>>[NH2:11][C:8]1[CH:9]=[C:10]2[C:5](=[CH:6][C:7]=1[N+:15]([O-:17])=[O:16])[N:4]([CH2:21][C:22]#[C:23][C:24]([CH3:27])([CH3:26])[CH3:25])[C:3](=[O:18])[C:2]2([CH3:1])[CH3:19] |f:2.3.4|. Reported procedure: Analogously to general procedure (I) N-(3,3-dimethyl-6-nitro-2-oxo-2,3-dihydro-1H-indol-5-yl)-acetamide (10.5 g) is alkylated using 1-bromo-4,4-dimethyl-pent-2-yne (7 g; 40 mmol) and K2CO3 (5.52 g; 40 mmol) at 40° C. for 16 h. After aqueous work-up and purification by RP chromatography the pure material (3.9 g) is de-acetylated in MeOH (250 ml) using DBU (3.58 g) at reflux. After aqueous work-up 5-amino-1-(4,4-dimethyl-pent-2-ynyl)-3,3-dimethyl-6-nitro-1,3-dihydro-indol-2-one (2.9 g) is obtained... The reactants are C[C@H]1OC(C2=CC=C(C=C2C1)[C@H]1N(C[C@H]2N(C1)CCNC2)C(=O)OC(C)(C)C)=O ((3R,9aS)-tert-butyl 3-((R)-3-methyl-1-oxoisochroman-6-yl)hexahydro-1H-pyrazino[1,2-a]pyrazine-2(6H)-carboxylate), BrC=1C=CC(=C(C#N)C1)F (5-bromo-2-fluorobenzonitrile). The product is C(#N)C=1C=C(C=CC1F)[C@H]1N(C[C@H]2N(C1)CCNC2)C(=O)OC(C)(C)C ((3R,9aS)-tert-butyl 3-(3-cyano-4-fluorophenyl)hexahydro-1H-pyrazino[1,2-a]pyrazine-2(6H)-carboxylate). RXN SMILES: C[C@@H]1CC2C(=CC=C([C@@H:12]3[CH2:17][N:16]4[CH2:18][CH2:19][NH:20][CH2:21][C@H:15]4[CH2:14][N:13]3[C:22]([O:24][C:25]([CH3:28])([CH3:27])[CH3:26])=[O:23])C=2)C(=O)O1.Br[C:31]1[CH:32]=[CH:33][C:34]([F:39])=[C:35]([CH:38]=1)[C:36]#[N:37]>>[C:36]([C:35]1[CH:38]=[C:31]([C@@H:12]2[CH2:17][N:16]3[CH2:18][CH2:19][NH:20][CH2:21][C@H:15]3[CH2:14][N:13]2[C:22]([O:24][C:25]([CH3:28])([CH3:27])[CH3:26])=[O:23])[CH:32]=[CH:33][C:34]=1[F:39])#[N:37]. Procedure: (3R,9aS)-tert-butyl 3-(3-cyano-4-fluorophenyl)hexahydro-1H-pyrazino[1,2-a]pyrazine-2(6H)-carboxylate was synthesized following the procedure of (3R,9aS)-tert-butyl 3-((R)-3-methyl-1-oxoisochroman-6-yl)hexahydro-1H-pyrazino[1,2-a]pyrazine-2(6H)-carboxylate starting from 5-bromo-2-fluorobenzonitrile: LC/MS: (M+1)+: 361.17. Reactants: BrC1=CC=C(C#N)C=C1 (4-bromobenzonitrile), COC(C=C)=O (methylacrylate), C1=CC=C(C=C1)P(C2=CC=CC=C2)C3=CC=CC=C3 (PPh3), C([O-])(O)=O.[Na+] (sodium bicarbonate). Reagents/catalysts: CC(=O)[O-].CC(=O)[O-].[Pd+2] (Pd(OAc)2). Solvent: CN(C)C=O (DMF), C(C)N(CC)CC (triethylamine). Run at temperature 100 celsius. The product is C(#N)C1=CC=C(C=C1)/C=C/C(=O)OC (methyl (2E)-3-(4-cyanophenyl)acrylate). The yield is 70.7%. Reaction SMILES: Br[C:2]1[CH:9]=[CH:8][C:5]([C:6]#[N:7])=[CH:4][CH:3]=1.[CH3:10][O:11][C:12](=[O:15])[CH:13]=[CH2:14].C1C=CC(P(C2C=CC=CC=2)C2C=CC=CC=2)=CC=1.C(=O)(O)[O-].[Na+]>CN(C=O)C.CC([O-])=O.CC([O-])=O.[Pd+2].C(N(CC)CC)C>[C:6]([C:5]1[CH:8]=[CH:9][C:2](/[CH:14]=[CH:13]/[C:12]([O:11][CH3:10])=[O:15])=[CH:3][CH:4]=1)#[N:7] |f:3.4,6.7.8|. Procedure: To a solution of 4-bromobenzonitrile (25 g, 0.136 mol) and methylacrylate (58.6 g, 0.682 mol) in dry DMF (250 mL) was added PPh3 (2.8 g, 0.0106 mol), Pd(OAc)2 (1.3 g, 0.00579 mol), sodium bicarbonate (18 g, 0.214 mol) and triethylamine (25 mL). The reaction mixture was heated to 100° C. for 16 h under nitrogen. The reaction mixture was cooled and the solid was filtered off. The filtrate was diluted with water (1 L) and the product was extracted with diethyl ether (4×200 ml). The combined organic... Starting materials: NC=1C(=C(C=C(C(=O)O)C1)OCCCC)C(C1=CC=CC=C1)=O (5-amino-4-benzoyl-3-n-butoxybenzoic acid), C(=O)O (formic acid). The product is C(C1=CC=CC=C1)(=O)C1=C(C=C(C(=O)O)C=C1NC=O)OCCCC (4-benzoyl-3-n-butoxy-5-formamidobenzoic acid). As a reaction SMILES: [NH2:1][C:2]1[C:3]([C:16](=[O:23])[C:17]2[CH:22]=[CH:21][CH:20]=[CH:19][CH:18]=2)=[C:4]([O:11][CH2:12][CH2:13][CH2:14][CH3:15])[CH:5]=[C:6]([CH:10]=1)[C:7]([OH:9])=[O:8].[CH:24](O)=[O:25]>>[C:16]([C:3]1[C:2]([NH:1][CH:24]=[O:25])=[CH:10][C:6]([C:7]([OH:9])=[O:8])=[CH:5][C:4]=1[O:11][CH2:12][CH2:13][CH2:14][CH3:15])(=[O:23])[C:17]1[CH:18]=[CH:19][CH:20]=[CH:21][CH:22]=1. Procedure: A solution of 5-amino-4-benzoyl-3-n-butoxybenzoic acid (1.0 g) and formic acid (10 ml) is stirred at room temperature for 24 hours. After cooling, the resulting precipitate is collected and washed with ice-cold formic acid followed by cold water. After drying and recrystallization from ethanol, 4-benzoyl-3-n-butoxy-5-formamidobenzoic acid is obtained with a melting point of 180°-183° C. Reactants: COC=1C=C(C=CC1N1C=NC(=C1)C)/C=C/C(=O)NCC(C1=CC=CC=C1)=O ((E)-3-[3-methoxy-4-(4-methyl-1H-imidazol-1-yl)phenyl]-N-(2-oxo-2-phenylethyl)acrylic acid amide), C(C)(=O)[O-].[NH4+] (ammonium acetate). Run in C(C)(=O)O (acetic acid). The product is COC=1C=C(C=CC1N1C=NC(=C1)C)/C=C/C=1NC=C(N1)C1=CC=CC=C1 (2-{(E)-2-[3-methoxy-4-(4-methyl-1H-imidazol-1-yl)phenyl]vinyl}-4-phenyl-1H-imidazole). Yield: 35.8%. RXN SMILES: [CH3:1][O:2][C:3]1[CH:4]=[C:5](/[CH:15]=[CH:16]/[C:17]([NH:19][CH2:20][C:21](=O)[C:22]2[CH:27]=[CH:26][CH:25]=[CH:24][CH:23]=2)=O)[CH:6]=[CH:7][C:8]=1[N:9]1[CH:13]=[C:12]([CH3:14])[N:11]=[CH:10]1.C([O-])(=O)C.[NH4+:33]>C(O)(=O)C>[CH3:1][O:2][C:3]1[CH:4]=[C:5](/[CH:15]=[CH:16]/[C:17]2[NH:19][CH:20]=[C:21]([C:22]3[CH:27]=[CH:26][CH:25]=[CH:24][CH:23]=3)[N:33]=2)[CH:6]=[CH:7][C:8]=1[N:9]1[CH:13]=[C:12]([CH3:14])[N:11]=[CH:10]1 |f:1.2|. Reported procedure: A solution of (E)-3-[3-methoxy-4-(4-methyl-1H-imidazol-1-yl)phenyl]-N-(2-oxo-2-phenylethyl)acrylic acid amide (100 mg) and ammonium acetate (410 mg) in acetic acid (5 mL) was heated under reflux for 10 hours. The reaction solution was left to cool to room temperature and then concentrated under reduced pressure. Ethyl acetate and saturated sodium bicarbonate water were added to the residue, and the organic layer was separated. The resulting organic layer was dried over anhydrous magnesium sulfat...